This data is from the Open Reaction Database (ORD), a public repository of structured organic reaction records. The task is: describe an organic reaction: reactants, conditions, products, and yield The reactants are O1CCCC1 (tetrahydrofuran), BrC=1N=C2N(CCC(C2)C(=O)OC)C1Br (methyl 2,3-dibromo-5,6,7,8-tetrahydroimidazo[1,2-a]pyridine-7-carboxylate), O (water), C(C)(C)[Mg]Br (isopropylmagnesium bromide). Solvent: C(C)(=O)OCC (ethyl acetate). Run at temperature -35 celsius, time 30 minute. The product is BrC=1N=C2N(CCC(C2)C(=O)OC)C1 (methyl 2-bromo-5,6,7,8-tetrahydroimidazo[1,2-a]pyridine-7-carboxylate). Isolated yield 68.2%. RXN SMILES: O1CCCC1.[Br:6][C:7]1[N:8]=[C:9]2[CH2:14][CH:13]([C:15]([O:17][CH3:18])=[O:16])[CH2:12][CH2:11][N:10]2[C:19]=1Br.C([Mg]Br)(C)C.O>C(OCC)(=O)C>[Br:6][C:7]1[N:8]=[C:9]2[CH2:14][CH:13]([C:15]([O:17][CH3:18])=[O:16])[CH2:12][CH2:11][N:10]2[CH:19]=1. Procedure details: A tetrahydrofuran (150 ml) solution of the methyl 2,3-dibromo-5,6,7,8-tetrahydroimidazo[1,2-a]pyridine-7-carboxylate (13 g) obtained in (Example 2.7) <Step 1> was cooled to −35° C. Thereafter, isopropylmagnesium bromide (95 ml, 1 M tetrahydrofuran solution) was added to the solution over 20 minutes, while keeping the temperature at −30° C. or less, and the reaction solution was then stirred at −35° C. for 30 minutes. Thereafter, water (350 ml) and ethyl acetate (250 ml) were added to the reactio... RXN SMILES: [CH3:12][I:13].[CH3:14][CH2:15][OH:16].[F:1][c:2]1[cH:3][c:4]([NH:8][C:9](=[S:10])[NH2:11])[cH:5][cH:6][cH:7]1>>[F:1][c:2]1[cH:3][c:4]([NH:8][C:9]([S:10][CH3:12])=[NH:11])[cH:5][cH:6][cH:7]1.[IH:13]. Product: CSC(=N)Nc1cccc(F)c1, I. The reactants are CI, CCO, NC(=S)Nc1cccc(F)c1. Reactants: ClCCCl, CC(C)(C)OC(=O)N1CCCNCC1, O=C(O)c1c(Oc2ccccc2)n(-c2ccccc2)c2ccccc12, O=Cc1c(Oc2ccccc2)n(-c2ccccc2)c2ccccc12, CN(C)C=O. Yields the product CC(C)(C)OC(=O)N1CCCN(C(=O)c2c(Oc3ccccc3)n(-c3ccccc3)c3ccccc23)CC1. As a reaction SMILES: [CH2:64]([Cl:65])[CH2:66][Cl:67].[N:50]1([C:57](=[O:58])[O:59][C:60]([CH3:61])([CH3:62])[CH3:63])[CH2:51][CH2:52][NH:53][CH2:54][CH2:55][CH2:56]1.[O:1]([c:2]1[n:3](-[c:4]2[cH:5][cH:6][cH:7][cH:8][cH:9]2)[c:10]2[c:11]([c:12]1[C:13]([OH:14])=[O:15])[cH:16][cH:17][cH:18][cH:19]2)[c:20]1[cH:21][cH:22][cH:23][cH:24][cH:25]1.[O:26]([c:27]1[cH:28][cH:29][cH:30][cH:31][cH:32]1)[c:33]1[n:34](-[c:44]2[cH:45][cH:46][cH:47][cH:48][cH:49]2)[c:35]2[cH:36][cH:37][cH:38][cH:39][c:40]2[c:41]1[CH:42]=[O:43].[O:68]=[CH:69][N:70]([CH3:71])[CH3:72]>>[O:26]([c:27]1[cH:28][cH:29][cH:30][cH:31][cH:32]1)[c:33]1[n:34](-[c:44]2[cH:45][cH:46][cH:47][cH:48][cH:49]2)[c:35]2[cH:36][cH:37][cH:38][cH:39][c:40]2[c:41]1[C:42](=[O:43])[N:53]1[CH2:52][CH2:51][N:50]([C:57](=[O:58])[O:59][C:60]([CH3:61])([CH3:62])[CH3:63])[CH2:56][CH2:55][CH2:54]1. Run at temperature 100 celsius, time 10 day. As a reaction SMILES: [C:1]1(B(O)O)[CH:6]=[CH:5][CH:4]=[CH:3][CH:2]=1.[CH:10]([C:13]1[CH:18]=[CH:17][CH:16]=[C:15]([CH:19]([CH3:21])[CH3:20])[C:14]=1[NH:22][C:23]([NH:25][CH2:26][C:27]1([NH:32][C:33]2[CH:38]=[CH:37][C:36](I)=[CH:35][CH:34]=2)[CH2:31][CH2:30][CH2:29][CH2:28]1)=[O:24])([CH3:12])[CH3:11].C(=O)([O-])[O-].[K+].[K+].O>C1(C)C=CC=CC=1>[C:36]1([C:1]2[CH:6]=[CH:5][CH:4]=[CH:3][CH:2]=2)[CH:35]=[CH:34][C:33]([NH:32][C:27]2([CH2:26][NH:25][C:23]([NH:22][C:14]3[C:13]([CH:10]([CH3:12])[CH3:11])=[CH:18][CH:17]=[CH:16][C:15]=3[CH:19]([CH3:21])[CH3:20])=[O:24])[CH2:28][CH2:29][CH2:30][CH2:31]2)=[CH:38][CH:37]=1 |f:2.3.4|. Procedure details: 45 mg (0.37 mmol) of phenylboronic acid are added to 150 mg (0.29 mmol) of 1-(2,6-diisopropylphenyl)-3-[1-(4-iodophenylamino)-cyclopentylmethyl]-urea (Example 6d) in 20 ml of toluene. 370 μl (0.74 mmol) of a 2M aqueous solution of potassium carbonate are added. The reaction medium is degassed with nitrogen for 20 min, then 10 mg (8.65 μmol) of tetrakis-(triphenylphosphine)palladium are added. The medium is heated at 100° C. for 6 hours, then at ambient temperature for 10 days. It is then poured ... The product is C1(=CC=C(C=C1)NC1(CCCC1)CNC(=O)NC1=C(C=CC=C1C(C)C)C(C)C)C1=CC=CC=C1 (1-[1-(biphenyl-4-ylamino)cyclopentylmethyl]-3-(2,6-diisopropyl-phenyl)-urea). The yield is 57.3%. Solvent: C1(=CC=CC=C1)C (toluene). Starting materials: C1(=CC=CC=C1)B(O)O (phenylboronic acid), C(C)(C)C1=C(C(=CC=C1)C(C)C)NC(=O)NCC1(CCCC1)NC1=CC=C(C=C1)I (1-(2,6-diisopropylphenyl)-3-[1-(4-iodophenylamino)-cyclopentylmethyl]-urea), tetrakis-(triphenylphosphine)palladium, aqueous solution, C([O-])([O-])=O.[K+].[K+] (potassium carbonate), O (water). The reactants are [Al+3], CCOC(=O)C1CN(Cc2ccccc2)CC1C1(NC(=O)OC(C)(C)C)CC1, [H-], [H-], [H-], [H-], [Li+], C1CCOC1, O. Yields the product CC(C)(C)OC(=O)NC1(C2CN(Cc3ccccc3)CC2CO)CC1. Reaction SMILES: [Al+3:2].[CH2:7]([c:8]1[cH:9][cH:10][cH:11][cH:12][cH:13]1)[N:14]1[CH2:15][CH:16]([C:30](=[O:31])[O:32][CH2:33][CH3:34])[CH:17]([C:19]2([NH:22][C:23](=[O:24])[O:25][C:26]([CH3:27])([CH3:28])[CH3:29])[CH2:20][CH2:21]2)[CH2:18]1.[H-:1].[H-:4].[H-:5].[H-:6].[Li+:3].[O:36]1[CH2:37][CH2:38][CH2:39][CH2:40]1.[OH2:35]>>[CH2:7]([c:8]1[cH:9][cH:10][cH:11][cH:12][cH:13]1)[N:14]1[CH2:15][CH:16]([CH2:30][OH:31])[CH:17]([C:19]2([NH:22][C:23](=[O:24])[O:25][C:26]([CH3:27])([CH3:28])[CH3:29])[CH2:20][CH2:21]2)[CH2:18]1. Starting materials: C1(CCC1)COC1=C2C=C(NC2=CC=C1)C(=O)O (4-cyclobutylmethoxy-1H-indole-2-carboxylic acid), Cl.Cl.Cl.NC1CCN(CC1)C[C@H](C)N1C[C@@H]([C@H](CC1)O)C ((3S,4S)-1-[(S)-2-(4-Amino-piperidin-1-yl)-1-methyl-ethyl]-3-methyl-piperidin-4-ol tri-hydrochloride). Yields the product O[C@@H]1[C@H](CN(CC1)[C@H](CN1CCC(CC1)NC(=O)C=1NC2=CC=CC(=C2C1)OCC1CCC1)C)C (4-Cyclobutylmethoxy-1H-indole-2-carboxylic acid {1-[(S)-2-((3S,4S)-4-hydroxy-3-methyl-piperidin-1-yl)-propyl]-piperidin-4-yl}-amide). Reaction SMILES: [CH:1]1([CH2:5][O:6][C:7]2[CH:15]=[CH:14][CH:13]=[C:12]3[C:8]=2[CH:9]=[C:10]([C:16]([OH:18])=O)[NH:11]3)[CH2:4][CH2:3][CH2:2]1.Cl.Cl.Cl.[NH2:22][CH:23]1[CH2:28][CH2:27][N:26]([CH2:29][C@@H:30]([N:32]2[CH2:37][CH2:36][C@H:35]([OH:38])[C@@H:34]([CH3:39])[CH2:33]2)[CH3:31])[CH2:25][CH2:24]1>>[OH:38][C@H:35]1[CH2:36][CH2:37][N:32]([C@@H:30]([CH3:31])[CH2:29][N:26]2[CH2:25][CH2:24][CH:23]([NH:22][C:16]([C:10]3[NH:11][C:12]4[C:8]([CH:9]=3)=[C:7]([O:6][CH2:5][CH:1]3[CH2:2][CH2:3][CH2:4]3)[CH:15]=[CH:14][CH:13]=4)=[O:18])[CH2:28][CH2:27]2)[CH2:33][C@@H:34]1[CH3:39] |f:1.2.3.4|. Reported procedure: This compound is synthesized analogously to example 1 from 4-cyclobutylmethoxy-1H-indole-2-carboxylic acid, 82 (see example 22) and amine 56.